Dataset: the Open Reaction Database (ORD), a public repository of structured organic reaction records. Task: describe an organic reaction: reactants, conditions, products, and yield The reactants are COC(=O)c1c(I)cccc1CBr, CCOC(C)=O, Cc1ccccc1, CCCCCC, [K+], [K+], O=C([O-])[O-], NCCCc1ccc(Oc2ccccc2)cc1. Yields the product O=C1c2c(I)cccc2CN1CCCc1ccc(Oc2ccccc2)cc1. Reaction SMILES: [CH3:1][O:2][C:3]([c:4]1[c:5]([CH2:11][Br:12])[cH:6][cH:7][cH:8][c:9]1[I:10])=[O:13].[CH3:37][CH2:38][O:39][C:40](=[O:41])[CH3:42].[CH3:43][c:44]1[cH:45][cH:46][cH:47][cH:48][cH:49]1.[CH3:50][CH2:51][CH2:52][CH2:53][CH2:54][CH3:55].[K+:31].[K+:32].[O-:33][C:34]([O-:35])=[O:36].[O:14]([c:15]1[cH:16][cH:17][cH:18][cH:19][cH:20]1)[c:21]1[cH:22][cH:23][c:24]([CH2:27][CH2:28][CH2:29][NH2:30])[cH:25][cH:26]1>>[C:3]1(=[O:13])[c:4]2[c:5]([cH:6][cH:7][cH:8][c:9]2[I:10])[CH2:11][N:30]1[CH2:29][CH2:28][CH2:27][c:24]1[cH:23][cH:22][c:21]([O:14][c:15]2[cH:16][cH:17][cH:18][cH:19][cH:20]2)[cH:26][cH:25]1. Starting materials: Cc1ccc(N)cc1-c1ccc(C(=O)NCC2CC2)cc1, O=C(O)Cc1ccco1. Product: Cc1ccc(NC(=O)Cc2ccco2)cc1-c1ccc(C(=O)NCC2CC2)cc1. RXN SMILES: [NH2:1][c:2]1[cH:3][cH:4][c:5]([CH3:21])[c:6](-[c:8]2[cH:9][cH:10][c:11]([C:14](=[O:15])[NH:16][CH2:17][CH:18]3[CH2:19][CH2:20]3)[cH:12][cH:13]2)[cH:7]1.[o:22]1[c:23]([CH2:27][C:28](=[O:29])[OH:30])[cH:24][cH:25][cH:26]1>>[NH:1]([c:2]1[cH:3][cH:4][c:5]([CH3:21])[c:6](-[c:8]2[cH:9][cH:10][c:11]([C:14](=[O:15])[NH:16][CH2:17][CH:18]3[CH2:19][CH2:20]3)[cH:12][cH:13]2)[cH:7]1)[C:28]([CH2:27][c:23]1[o:22][cH:26][cH:25][cH:24]1)=[O:29].